The task is: describe an organic reaction: reactants, conditions, products, and yield. This data is from the Open Reaction Database (ORD), a public repository of structured organic reaction records. The reactants are O=C(O)C(O)C(O)C(=O)O, CCOC(=O)C(C)(C)Oc1cc(C2CCCNC2)ccc1C, CCN=C=NCCCN(C)C, Cc1nc(-c2ccc(C(F)(F)F)cc2)sc1C(=O)O, CCOC(C)=O, CCOCC. Product: CCOC(=O)C(C)(C)Oc1cc(C2CCCN(C(=O)c3sc(-c4ccc(C(F)(F)F)cc4)nc3C)C2)ccc1C. RXN SMILES: [C:1]([OH:2])(=[O:3])[CH:4]([CH:5]([C:6]([OH:7])=[O:8])[OH:9])[OH:10].[CH2:11]([CH3:12])[O:13][C:14]([C:15]([CH3:16])([O:17][c:18]1[c:19]([CH3:30])[cH:20][cH:21][c:22]([CH:24]2[CH2:25][NH:26][CH2:27][CH2:28][CH2:29]2)[cH:23]1)[CH3:31])=[O:32].[CH3:33][N:34]([CH3:35])[CH2:36][CH2:37][CH2:38][N:39]=[C:40]=[N:41][CH2:42][CH3:43].[CH3:44][c:45]1[n:46][c:47](-[c:53]2[cH:54][cH:55][c:56]([C:59]([F:60])([F:61])[F:62])[cH:57][cH:58]2)[s:48][c:49]1[C:50](=[O:51])[OH:52].[CH3:63][CH2:64][O:65][C:66](=[O:67])[CH3:68].[CH3:69][CH2:70][O:71][CH2:72][CH3:73]>>[CH2:11]([CH3:12])[O:13][C:14]([C:15]([CH3:16])([O:17][c:18]1[c:19]([CH3:30])[cH:20][cH:21][c:22]([CH:24]2[CH2:25][N:26]([C:50]([c:49]3[c:45]([CH3:44])[n:46][c:47](-[c:53]4[cH:54][cH:55][c:56]([C:59]([F:60])([F:61])[F:62])[cH:57][cH:58]4)[s:48]3)=[O:51])[CH2:27][CH2:28][CH2:29]2)[cH:23]1)[CH3:31])=[O:32]. The reactants are CS(=O)(=O)CCN, O=Cc1ccc(-c2ccc3ncnc(Nc4ccc(OCc5cccc(F)c5)c(F)c4)c3c2)o1, O. The product is CS(=O)(=O)CCNCc1ccc(-c2ccc3ncnc(Nc4ccc(OCc5cccc(F)c5)c(F)c4)c3c2)o1. RXN SMILES: [CH3:35][S:36](=[O:37])(=[O:38])[CH2:39][CH2:40][NH2:41].[F:1][c:2]1[cH:3][c:4]([NH:5][c:6]2[n:7][cH:8][n:9][c:10]3[cH:11][cH:12][c:13](-[c:16]4[cH:17][cH:18][c:19]([CH:21]=[O:22])[o:20]4)[cH:14][c:15]23)[cH:23][cH:24][c:25]1[O:26][CH2:27][c:28]1[cH:29][c:30]([F:34])[cH:31][cH:32][cH:33]1.[OH2:42]>>[F:1][c:2]1[cH:3][c:4]([NH:5][c:6]2[n:7][cH:8][n:9][c:10]3[cH:11][cH:12][c:13](-[c:16]4[cH:17][cH:18][c:19]([CH2:21][NH:41][CH2:40][CH2:39][S:36]([CH3:35])(=[O:37])=[O:38])[o:20]4)[cH:14][c:15]23)[cH:23][cH:24][c:25]1[O:26][CH2:27][c:28]1[cH:29][c:30]([F:34])[cH:31][cH:32][cH:33]1. Starting materials: FC1=C(C#N)C=CC(=C1)N1C2=CC=CC=C2C=2C(=CC=CC12)C1=NC2=C(N1)C=C(C=C2)F (2-fluoro-4-[4-(6-fluoro-1H-benzimidazol-2-yl)carbazol-9-yl]benzonitrile), aqueous solution, [OH-].[Na+] (sodium hydroxide), aqueous solution, OO (hydrogen peroxide), C([O-])([O-])=O.[K+].[K+] (potassium carbonate), NC1CCOCC1 (4-aminotetrahydropyran). Solvent: CS(=O)C (dimethyl sulphoxide), C(C)O (ethanol). The product is FC=1C=CC2=C(NC(=N2)C2=CC=CC=3N(C4=CC=CC=C4C23)C2=CC(=C(C(=O)N)C=C2)NC2CCOCC2)C1 (4-[4-(6-fluoro-1H-benzimidazol-2-yl)-9H-carbazol-9-yl]-2-(tetrahydropyran-4-ylamino)benzamide). Reaction SMILES: F[C:2]1[CH:9]=[C:8]([N:10]2[C:22]3[CH:21]=[CH:20][CH:19]=[C:18]([C:23]4[NH:27][C:26]5[CH:28]=[C:29]([F:32])[CH:30]=[CH:31][C:25]=5[N:24]=4)[C:17]=3[C:16]3[C:11]2=[CH:12][CH:13]=[CH:14][CH:15]=3)[CH:7]=[CH:6][C:3]=1[C:4]#[N:5].C(=O)([O-])[O-:34].[K+].[K+].[NH2:39][CH:40]1[CH2:45][CH2:44][O:43][CH2:42][CH2:41]1.[OH-].[Na+].OO>CS(C)=O.C(O)C>[F:32][C:29]1[CH:30]=[CH:31][C:25]2[N:24]=[C:23]([C:18]3[C:17]4[C:16]5[C:11](=[CH:12][CH:13]=[CH:14][CH:15]=5)[N:10]([C:8]5[CH:7]=[CH:6][C:3]([C:4]([NH2:5])=[O:34])=[C:2]([NH:39][CH:40]6[CH2:45][CH2:44][O:43][CH2:42][CH2:41]6)[CH:9]=5)[C:22]=4[CH:21]=[CH:20][CH:19]=3)[NH:27][C:26]=2[CH:28]=1 |f:1.2.3,5.6|. Procedure: The process is carried out as in stage 3 of Example 3, but using 300 mg of 2-fluoro-4-[4-(6-fluoro-1H-benzimidazol-2-yl)carbazol-9-yl]benzonitrile, obtained according to stage 2 of Example 3, 296 mg of potassium carbonate and 1.444 g of 4-aminotetrahydropyran in 3 ml of dimethyl sulphoxide. 1.357 ml of a 1M aqueous solution of sodium hydroxide, 1.313 ml of a 30% aqueous solution of hydrogen peroxide and 7 ml of ethanol are then added to the reaction medium. After treatment as in stage 3 of Examp... Starting materials: CC(C(=O)NC=1C=NC=CC1I)C (2,2-dimethyl-N-(4-iodo-pyridin-3-yl)-acetamide), C([O-])([O-])=O.[Na+].[Na+] (sodium carbonate), ClC1=C(C=CC=C1)B(O)O (o-chlorophenylboronic acid). The reagents and catalysts are C=1C=CC(=CC1)[P](C=2C=CC=CC2)(C=3C=CC=CC3)[Pd]([P](C=4C=CC=CC4)(C=5C=CC=CC5)C=6C=CC=CC6)([P](C=7C=CC=CC7)(C=8C=CC=CC8)C=9C=CC=CC9)[P](C=1C=CC=CC1)(C=1C=CC=CC1)C=1C=CC=CC1 (tetrakis(triphenylphosphine)palladium(0)). Run in C1(=CC=CC=C1)C (toluene). Conditions: temperature 80 celsius. Product: ClC1=C(C=CC=C1)C1=C(C=NC=C1)NC(C(C)(C)C)=O (N-[4-(2-Chloro-phenyl)-pyridin-3-yl]-2,2-dimethyl-propionamide). The yield is 65.0%. RXN SMILES: [CH3:1][CH:2]([CH3:13])[C:3]([NH:5][C:6]1[CH:7]=[N:8][CH:9]=[CH:10][C:11]=1I)=[O:4].[C:14](=O)([O-])[O-].[Na+].[Na+].[Cl:20][C:21]1[CH:26]=[CH:25][CH:24]=[CH:23][C:22]=1B(O)O>C1C=CC([P]([Pd]([P](C2C=CC=CC=2)(C2C=CC=CC=2)C2C=CC=CC=2)([P](C2C=CC=CC=2)(C2C=CC=CC=2)C2C=CC=CC=2)[P](C2C=CC=CC=2)(C2C=CC=CC=2)C2C=CC=CC=2)(C2C=CC=CC=2)C2C=CC=CC=2)=CC=1.C1(C)C=CC=CC=1>[Cl:20][C:21]1[CH:26]=[CH:25][CH:24]=[CH:23][C:22]=1[C:11]1[CH:10]=[CH:9][N:8]=[CH:7][C:6]=1[NH:5][C:3](=[O:4])[C:2]([CH3:13])([CH3:14])[CH3:1] |f:1.2.3,^1:33,35,54,73|. Reported procedure: A mixture of 35 g (115 mmol) 2,2-dimethyl-N-(4-iodo-pyridin-3-yl)-acetamide, 400 ml toluene, 120 ml 2 N sodium carbonate solution, 4.0 g (3.5 mmol) tetrakis(triphenylphosphine)palladium(0) and 20.0 g (128 mmol) o-chlorophenylboronic acid was heated under argon at 80° C. for 12 h. After cooling to room temperature, the aqueous phase was separated and washed twice with toluene. The combined organic layers were washed with 50 ml brine, dried (magnesium sulfate) and evaporated. The residue was purif... Starting materials: Brc1cncc(-c2ccnc(-c3ccccn3)n2)c1, COCCOC, CC(C)N1CCN(C(=O)c2ccc(B(O)O)cc2)CC1, N#N, [Na+], [Na+], O=C([O-])[O-]. The product is CC(C)N1CCN(C(=O)c2ccc(-c3cncc(-c4ccnc(-c5ccccn5)n4)c3)cc2)CC1. As a reaction SMILES: [Br:29][c:30]1[cH:31][c:32](-[c:36]2[n:37][c:38](-[c:42]3[n:43][cH:44][cH:45][cH:46][cH:47]3)[n:39][cH:40][cH:41]2)[cH:33][n:34][cH:35]1.[CH3:48][O:49][CH2:50][CH2:51][O:52][CH3:53].[CH:1]([CH3:2])([CH3:3])[N:4]1[CH2:5][CH2:6][N:7]([C:10](=[O:11])[c:12]2[cH:13][cH:14][c:15]([B:18]([OH:19])[OH:20])[cH:16][cH:17]2)[CH2:8][CH2:9]1.[N:27]#[N:28].[Na+:21].[Na+:22].[O-:23][C:24](=[O:25])[O-:26]>>[CH:1]([CH3:2])([CH3:3])[N:4]1[CH2:5][CH2:6][N:7]([C:10](=[O:11])[c:12]2[cH:13][cH:14][c:15](-[c:30]3[cH:31][c:32](-[c:36]4[n:37][c:38](-[c:42]5[n:43][cH:44][cH:45][cH:46][cH:47]5)[n:39][cH:40][cH:41]4)[cH:33][n:34][cH:35]3)[cH:16][cH:17]2)[CH2:8][CH2:9]1. The reactants are Cc1nc(-c2sccc2NC(=O)CN2C(=O)CCc3ccccc32)cn1C(c1ccccc1)(c1ccccc1)c1ccccc1, O=C(O)C(F)(F)F. Product: Cc1nc(-c2sccc2NC(=O)CN2C(=O)CCc3ccccc32)c[nH]1. Reaction SMILES: [CH3:1][c:2]1[n:3]([C:27]([c:28]2[cH:29][cH:30][cH:31][cH:32][cH:33]2)([c:34]2[cH:35][cH:36][cH:37][cH:38][cH:39]2)[c:40]2[cH:41][cH:42][cH:43][cH:44][cH:45]2)[cH:4][c:5](-[c:7]2[s:8][cH:9][cH:10][c:11]2[NH:12][C:13]([CH2:14][N:15]2[C:16](=[O:25])[CH2:17][CH2:18][c:19]3[cH:20][cH:21][cH:22][cH:23][c:24]32)=[O:26])[n:6]1.[F:46][C:47]([F:48])([F:49])[C:50]([OH:51])=[O:52]>>[CH3:1][c:2]1[nH:3][cH:4][c:5](-[c:7]2[s:8][cH:9][cH:10][c:11]2[NH:12][C:13]([CH2:14][N:15]2[C:16](=[O:25])[CH2:17][CH2:18][c:19]3[cH:20][cH:21][cH:22][cH:23][c:24]32)=[O:26])[n:6]1. Starting materials: CC#N, CS(C)=O, [Cl-], [Cl-], Cc1onc(-c2ccc(Cl)cc2)c1COc1ccc(C(=O)N2CCS(=O)(=O)CC2)cn1, [Mg+2]. As a reaction SMILES: [CH3:35][C:36]#[N:37].[CH3:38][S:39](=[O:40])[CH3:41].[Cl-:32].[Cl-:34].[Cl:1][c:2]1[cH:3][cH:4][c:5](-[c:8]2[n:9][o:10][c:11]([CH3:31])[c:12]2[CH2:13][O:14][c:15]2[cH:16][cH:17][c:18]([C:21](=[O:22])[N:23]3[CH2:24][CH2:25][S:26](=[O:29])(=[O:30])[CH2:27][CH2:28]3)[cH:19][n:20]2)[cH:6][cH:7]1.[Mg+2:33]>>[Cl:1][c:2]1[cH:3][cH:4][c:5](-[c:8]2[n:9][o:10][c:11]([CH2:31][OH:40])[c:12]2[CH2:13][O:14][c:15]2[cH:16][cH:17][c:18]([C:21](=[O:22])[N:23]3[CH2:24][CH2:25][S:26](=[O:29])(=[O:30])[CH2:27][CH2:28]3)[cH:19][n:20]2)[cH:6][cH:7]1. Yields the product O=C(c1ccc(OCc2c(-c3ccc(Cl)cc3)noc2CO)nc1)N1CCS(=O)(=O)CC1. Reactants: CN1C(COC2=C1C=CC(=C2)N2C(O[C@H](C2)C(=O)N)=O)=O ((5R)-3-(3,4-dihydro-4-methyl-3-oxo-2H-1,4-benzoxazin-7-yl)-2-oxo-5-oxazolidinecarboxamide), CN (MeNH2). Run in CO (MeOH). Reaction conditions: time 3 hour. The product is CNC(=O)[C@H]1CN(C(O1)=O)C1=CC2=C(N(C(CO2)=O)C)C=C1 ((5R)-N-Methyl-3-(3,4-dihydro-4-methyl-3-oxo-2H-1,4-benzoxazin-7-yl)-2-oxo-5-oxazolidinecarboxamide). The yield is 77.1%. Reaction SMILES: [CH3:1][N:2]1[C:7]2[CH:8]=[CH:9][C:10]([N:12]3[CH2:16][C@H:15]([C:17]([NH2:19])=[O:18])[O:14][C:13]3=[O:20])=[CH:11][C:6]=2[O:5][CH2:4][C:3]1=[O:21].[CH3:22]N>CO>[CH3:22][NH:19][C:17]([C@@H:15]1[O:14][C:13](=[O:20])[N:12]([C:10]2[CH:9]=[CH:8][C:7]3[N:2]([CH3:1])[C:3](=[O:21])[CH2:4][O:5][C:6]=3[CH:11]=2)[CH2:16]1)=[O:18]. Reported procedure: To a stirred suspension of (5R)-3-(3,4-dihydro-4-methyl-3-oxo-2H-1,4-benzoxazin-7-yl)-2-oxo-oxazolidine-5-carboxylic acid methyl ester (EXAMPLE 59, Step 3, 200 mg, 0.65 mmol) in MeOH (5 mL) is added MeNH2 (5 mL, 10 mmol, 2 M solution in MeOH). The resulting solution is stirred for 3 h at room temperature at which time the resulting white precipitate is filtered, washed with additional MeOH (5 mL), and dried under high vacuum to give the title compound (153 mg, 77%); 1H NMR (300 MHz, DMSO) δ 8.56... Starting materials: S(=O)(=O)(O)O.OC=1C=CC=C2C=CC=NC12 (8-hydroxyquinoline sulfate), CCC(N)P(=O)(O)O (ampropylfos), COC(=O)C1=C(C=CC(=C1)Cl)NS(=O)(=O)C(F)(F)F (amidoflumet), C1=CC(=C(C=C1Cl)Cl)C2(OCCO2)CN3C=NC=N3 (azaconazole), CO/C=C(\C1=CC=CC=C1OC2=NC=NC(=C2)OC3=CC=CC=C3C#N)/C(=O)OC (azoxystrobin), C1=CC=C(C(=C1)NC2=NC(=NC(=N2)Cl)Cl)Cl (anilazine), acibenzolar-5-methyl, CCCCCCCCCCCCN1CC(OC(C1)C)C (aldimorph), CCC(N)P(=O)(O)O.[K] (ampropylfos potassium). Yields the product C1(=CC=CC=C1)C1=C(C=CC=C1)O (2-phenylphenol). RXN SMILES: S(O)(O)(=O)=O.O[C:7]1[CH:8]=[CH:9][CH:10]=[C:11]2[C:16]=1N=[CH:14][CH:13]=[CH:12]2.[CH3:17][CH2:18][CH2:19]CCCCCCCCCN1CC(C)OC(C)C1.C[O:38]C(C1C=C(Cl)C=CC=1NS(C(F)(F)F)(=O)=O)=O.CCC(P(O)(O)=O)N.CCC(P(O)(O)=O)N.[K].C1C=C(NC2N=C(Cl)N=C(Cl)N=2)C(Cl)=CC=1.C1C(Cl)=CC(Cl)=C(C2(CN3N=CN=C3)OCCO2)C=1.CO/C=C(/C(OC)=O)\C1C(OC2C=C(OC3C(C#N)=CC=CC=3)N=CN=2)=CC=CC=1>>[C:11]1([C:12]2[CH:19]=[CH:18][CH:17]=[CH:14][C:13]=2[OH:38])[CH:10]=[CH:9][CH:8]=[CH:7][CH:16]=1 |f:0.1,5.6,^1:71|. Reported procedure: 8-hydroxyquinoline sulfate; acibenzolar-5-methyl; aldimorph; amidoflumet; ampropylfos; ampropylfos-potassium; andoprim; anilazine; azaconazole; azoxystrobin; The reactants are COC1=CC=C(C=C1)C=1NC=C(N1)C(F)(F)F (2-(p-methoxyphenyl)-4-(trifluoromethyl)-imidazole), Cl (HCl), KClO3. The solvent is O (H2O), O (H2O). Product: ClC=1C=C(C=CC1OC)C=1NC=C(N1)C(F)(F)F (2-(3-Chloro-4-methoxyphenyl)-4-(trifluoromethyl)imidazole). Yield: 89.0%. Reaction SMILES: [CH3:1][O:2][C:3]1[CH:8]=[CH:7][C:6]([C:9]2[NH:10][CH:11]=[C:12]([C:14]([F:17])([F:16])[F:15])[N:13]=2)=[CH:5][CH:4]=1.[ClH:18]>O>[Cl:18][C:8]1[CH:7]=[C:6]([C:9]2[NH:10][CH:11]=[C:12]([C:14]([F:17])([F:15])[F:16])[N:13]=2)[CH:5]=[CH:4][C:3]=1[O:2][CH3:1]. Procedure: To a mixture of 7 (7.9 g, 0.033 mol), H2O (60 ml) and concentrated HCl (150 ml) stirred at room temperature was added dropwise a solution of KClO3 (1.5 g, 0.012 mol) in H2O (65 ml). After 41/2 hours, the suspension was filtered and the solid washed with H2O and dried in vacuo to yield 8.1 g (89%) of 55, m.p. 208-210.